This data is from the Open Reaction Database (ORD), a public repository of structured organic reaction records. The task is: describe an organic reaction: reactants, conditions, products, and yield Starting materials: CC(=O)N1CCc2c(C)cc(C)cc21, CC(=O)OC(C)=O, [Na+], O, O=[N+]([O-])O, O=C([O-])O. Yields the product CC(=O)N1CCc2c1cc(C)c([N+](=O)[O-])c2C. RXN SMILES: [C:1]([CH3:2])(=[O:3])[N:4]1[CH2:5][CH2:6][c:7]2[c:8]([CH3:14])[cH:9][c:10]([CH3:13])[cH:11][c:12]21.[CH3:25][C:26]([O:27][C:28](=[O:29])[CH3:30])=[O:31].[Na+:20].[OH2:19].[OH:15][N+:16]([O-:17])=[O:18].[OH:21][C:22](=[O:23])[O-:24]>>[C:1]([CH3:2])(=[O:3])[N:4]1[CH2:5][CH2:6][c:7]2[c:8]([CH3:14])[c:9]([N+:16](=[O:15])[O-:17])[c:10]([CH3:13])[cH:11][c:12]21. The reactants are LiClO4, C1C(C)O1 (propylene oxide), 100, C(C)N(C1=C(C(=C(C=C1)F)F)O)CC.C=C(C(=O)[O-])C(=O)[O-] (diethyl (3,4-difluoro-2-hydroxyaniline) methylenmalonate), O (water). Run in C1CCOC1 (THF). Reaction conditions: temperature 40 celsius. Yields the product 77, OC(CONC1=CC=CC=C1)C.C=C(C(=O)[O-])C(=O)[O-] (2-hydroxypropoxy(a-niline] methylenmalonate). Yield: 65.0%. Reaction SMILES: [CH2:1]1[O:4][CH:2]1[CH3:3].C([N:7](CC)[C:8]1[CH:13]=[CH:12][C:11](F)=[C:10](F)[C:9]=1O)C.[CH2:19]=[C:20]([C:24]([O-:26])=[O:25])[C:21]([O-:23])=[O:22].O>C1COCC1>[OH:22][CH:2]([CH3:3])[CH2:1][O:4][NH:7][C:8]1[CH:13]=[CH:12][CH:11]=[CH:10][CH:9]=1.[CH2:19]=[C:20]([C:24]([O-:26])=[O:25])[C:21]([O-:23])=[O:22] |f:1.2,5.6|. Procedure details: 2,9 mgr (0,06 mmol) of HNa at 60%, 161 mgr (1,26 mmol) of LiClO4 anhydrous and 51 ml (0,32 mmol) of propylene oxide are added to a solution of 100 mgr) 0,32 mmol) of the compound [4] in 0,33 ml of THF. The reaction mixture is heated at 40° C. for two days and then 2 ml of water are added. The aqueous layer is extracted with ACOEt, ethyl acetate, (2×5 ml). The combination of the organic layers is dried with MgSO4 and the solvent is eliminated thus obtaining 77 mgr (65%) of the desired product [5]... Reactants: Cl.COC1=CC=C2C=CC=C(C2=C1)CCN (2-(7-methoxy-1-naphthyl)ethylamine hydrochloride), Br (hydrobromic acid). Product: Br.OC1=CC=C2C=CC=C(C2=C1)CCN (2-(7-hydroxy-1-naphthyl)ethylamine hydrobromide). The yield is 80.0%. RXN SMILES: Cl.C[O:3][C:4]1[CH:13]=[C:12]2[C:7]([CH:8]=[CH:9][CH:10]=[C:11]2[CH2:14][CH2:15][NH2:16])=[CH:6][CH:5]=1.[BrH:17]>>[BrH:17].[OH:3][C:4]1[CH:13]=[C:12]2[C:7]([CH:8]=[CH:9][CH:10]=[C:11]2[CH2:14][CH2:15][NH2:16])=[CH:6][CH:5]=1 |f:0.1,3.4|. Procedure: 13.8 g (5.81×10-2 mol) of 2-(7-methoxy-1-naphthyl)ethylamine hydrochloride and 46 cm3 of 47% hydrobromic acid solution are introduced into a 250-cm3 round- bottom flask with a ground neck. The mixture is brought to reflux for 6.5 hours. After cooling, the reaction medium is filtered. The precipitate is washed with water and then with hexane. Recrystallization of the crude product is carried out in an ethyl acetate/hexane mixture to obtain 2-(7-hydroxy-1-naphthyl)ethylamine hydrobromide (yield 80... Reactants: C[Si](C)(C)CCP(C1=CC=CC=C1)(C1=CC=CC=C1)(CC[Si](C)(C)C)CC[Si](C)(C)C (tris-(trimethylsilylethyl) diphenyl phosphine), O.O.O.[Rh](Cl)(Cl)Cl (rhodium trichloride trihydrate), hot ethanolic solution, [OH-].[K+] (potassium hydroxide), C=O (formaldehyde). The solvent is C(C)O (ethanol), C(C)O (ethanol). The product is C=O.[Rh].C[Si](C)(C)CCP(C1=CC=CC=C1)C1=CC=CC=C1.C[Si](C)(C)CCP(C1=CC=CC=C1)C1=CC=CC=C1.C[Si](C)(C)CCP(C1=CC=CC=C1)C1=CC=CC=C1 (Tris (Trimethylsilylethyl Diphenyl Phosphine) Rhodium Carbonyl Hydride). RXN SMILES: [CH3:1][Si:2]([CH2:5][CH2:6][P:7](CC[Si](C)(C)C)(CC[Si](C)(C)C)([C:14]1[CH:19]=[CH:18][CH:17]=[CH:16][CH:15]=1)[C:8]1[CH:13]=[CH:12][CH:11]=[CH:10][CH:9]=1)([CH3:4])[CH3:3].[OH2:32].O.O.[Rh:35](Cl)(Cl)Cl.[CH2:39]=O.[OH-].[K+]>C(O)C>[CH2:39]=[O:32].[Rh:35].[CH3:4][Si:2]([CH2:5][CH2:6][P:7]([C:14]1[CH:15]=[CH:16][CH:17]=[CH:18][CH:19]=1)[C:8]1[CH:9]=[CH:10][CH:11]=[CH:12][CH:13]=1)([CH3:1])[CH3:3].[CH3:4][Si:2]([CH2:5][CH2:6][P:7]([C:14]1[CH:15]=[CH:16][CH:17]=[CH:18][CH:19]=1)[C:8]1[CH:9]=[CH:10][CH:11]=[CH:12][CH:13]=1)([CH3:1])[CH3:3].[CH3:4][Si:2]([CH2:5][CH2:6][P:7]([C:14]1[CH:15]=[CH:16][CH:17]=[CH:18][CH:19]=1)[C:8]1[CH:9]=[CH:10][CH:11]=[CH:12][CH:13]=1)([CH3:1])[CH3:3] |f:1.2.3.4,6.7,9.10.11.12.13|. Procedure details: To a vigorously stirred, refluxing, nitrogenated solution of 11.44 g (40 mmole) of tris-(trimethylsilylethyl) diphenyl phosphine of Example 1 in 400 ml of ethanol, a hot solution of 1.04 g (0.4 mmole) of rhodium trichloride trihydrate in 80 ml ethanol was added at once. After a delay of 15 seconds, 40 ml warm aqueous (37%) formaldehyde solution and, immediately thereafter, 80 ml hot ethanolic solution of 3.2 g of potassium hydroxide were added. The resulting clear orange liquid reaction mixture ... Reactants: [BH4-], COC(=O)C(CC1CCC(F)(F)CC1)NC(=O)OC(C)(C)C, CCO, [Na+]. Yields the product CC(C)(C)OC(=O)NC(CO)CC1CCC(F)(F)CC1. RXN SMILES: [BH4-:23].[C:1]([CH3:2])([CH3:3])([CH3:4])[O:5][C:6](=[O:7])[NH:8][CH:9]([C:10](=[O:11])[O:12][CH3:13])[CH2:14][CH:15]1[CH2:16][CH2:17][C:18]([F:21])([F:22])[CH2:19][CH2:20]1.[CH3:25][CH2:26][OH:27].[Na+:24]>>[C:1]([CH3:2])([CH3:3])([CH3:4])[O:5][C:6](=[O:7])[NH:8][CH:9]([CH2:10][OH:11])[CH2:14][CH:15]1[CH2:16][CH2:17][C:18]([F:21])([F:22])[CH2:19][CH2:20]1. Reactants: C1(=CC=CC=C1)C(N1C(C2(C3=CC=CC=C13)C=1C(OC2)=CC2=C(OCC2)C1)=O)C1=CC=CC=C1 (1′-(diphenylmethyl)-6,7-dihydrospiro[benzo[1,2-b:4,5-b′]difuran-3,3′-indol]-2′(1′H)-one), [H][H] (hydrogen). Reagents/catalysts: [OH-].[Pd+2].[OH-] (palladium hydroxide). Solvent: C(C)(=O)O (acetic acid). Yields the product N1C(C2(C3=CC=CC=C13)C=1C(OC2)=CC2=C(OCC2)C1)=O (6,7-dihydrospiro[benzo[1,2-b:4,5-b′]difuran-3,3′-indol]-2′(1′H)-one). The yield is 71.6%. As a reaction SMILES: C1(C(C2C=CC=CC=2)[N:8]2[C:16]3[C:11](=[CH:12][CH:13]=[CH:14][CH:15]=3)[C:10]3([CH2:20][O:19][C:18]4=[CH:21][C:22]5[CH2:26][CH2:25][O:24][C:23]=5[CH:27]=[C:17]34)[C:9]2=[O:28])C=CC=CC=1.[H][H]>C(O)(=O)C.[OH-].[Pd+2].[OH-]>[NH:8]1[C:16]2[C:11](=[CH:12][CH:13]=[CH:14][CH:15]=2)[C:10]2([CH2:20][O:19][C:18]3=[CH:21][C:22]4[CH2:26][CH2:25][O:24][C:23]=4[CH:27]=[C:17]23)[C:9]1=[O:28] |f:3.4.5|. Reported procedure: A mixture of 1′-(diphenylmethyl)-6,7-dihydrospiro[benzo[1,2-b:4,5-b′]difuran-3,3′-indol]-2′(1′H)-one (0.29 g, 0.65 mmol) and palladium hydroxide (0.10 g, 20% on activated carbon) in acetic acid (20.0 mL) was hydrogenated at 60° C. under normal pressure of hydrogen for 20 hours. The reaction mixture was filtered through celite and washed with acetone (50.0 mL). The filtrate was concentrated in vacuo to dryness to give the title compound (0.13 g, 69%): MS (ES+) m/z 280.2 (M+1). Reactants: Cl (hydrochloric acid), Cl.ClC1=C(C=CC=C1)NN (2-chlorophenylhydrazine hydrochloride), C([O-])([O-])=O.[K+].[K+] (potassium carbonate), C(#CC(=O)OCC)C(=O)OCC (diethyl acetylenedicarboxylate). Solvent: O (water), C(C)O (ethanol). The product is C(C)OC(=O)C1=NN(C(=C1)O)C1=C(C=CC=C1)Cl (1-(2-Chloro-phenyl)-5-hydroxy-1H-pyrazole-3-carboxylic acid ethyl ester). Reaction SMILES: Cl.[Cl:2][C:3]1[CH:8]=[CH:7][CH:6]=[CH:5][C:4]=1[NH:9][NH2:10].C(=O)([O-])[O-].[K+].[K+].[C:17]([C:24](OCC)=[O:25])#[C:18][C:19]([O:21][CH2:22][CH3:23])=[O:20].Cl>C(O)C.O>[CH2:22]([O:21][C:19]([C:18]1[CH:17]=[C:24]([OH:25])[N:9]([C:4]2[CH:5]=[CH:6][CH:7]=[CH:8][C:3]=2[Cl:2])[N:10]=1)=[O:20])[CH3:23] |f:0.1,2.3.4|. Procedure details: To a stirred solution of 2-chlorophenylhydrazine hydrochloride (22.4 g) and potassium carbonate (34.5 g) in ethanol (250 ml) was added diethyl acetylenedicarboxylate (20 ml) and the resulting mixture was heated at reflux for 18 hours. The reaction mixture was cooled, 6 N hydrochloric acid (75 ml) and water (500 ml) were added sequentially. The reaction mixture was extracted with ethyl acetate, the organic layer washed with water, brine, dried (Na2SO4) and concentrated in vacuo. The resulting gum... Reactants: [Br-] (bromide), Br (hydrogen bromide), B(Br)(Br)Br (boron tribromide), chlorohydrocarbon, 2,2′-dihalo-5,5′-dimethoxybiphenyl, IC1=C(C=C(C=C1)OC)C1=C(C=CC(=C1)OC)I (2,2′-diiodo-5,5′-dimethoxybiphenyl). The solvent is ClCCl (dichloromethane). Yields the product 2,2′-dihalo-5,5′-dihydroxybiphenyl, IC1=C(C=C(C=C1)O)C1=C(C=CC(=C1)O)I (2,2′-diiodo-5,5′-dihydroxybiphenyl). RXN SMILES: [I:1][C:2]1[CH:7]=[CH:6][C:5]([O:8]C)=[CH:4][C:3]=1[C:10]1[CH:15]=[C:14]([O:16]C)[CH:13]=[CH:12][C:11]=1[I:18].[Br-].Br.B(Br)(Br)Br>ClCCl>[I:1][C:2]1[CH:7]=[CH:6][C:5]([OH:8])=[CH:4][C:3]=1[C:10]1[CH:15]=[C:14]([OH:16])[CH:13]=[CH:12][C:11]=1[I:18]. Procedure details: The second 2,2′-dihalo-5,5′-dimethoxybiphenyl , and preferably 2,2′-diiodo-5,5′-dimethoxybiphenyl, is then demethylated under temperatures of about −78° C. to about −20° C., and preferably from about −78° C. to about −50° C., and ambient pressure, with a bromide-containing compound such as hydrogen bromide, boron tribromide, or mixtures thereof in a chlorinated solvent such as a chlorohydrocarbon including but not limited to dichloromethane to yield 2,2′-dihalo-5,5′-dihydroxybiphenyl, and prefer...